This data is from the Open Reaction Database (ORD), a public repository of structured organic reaction records. The task is: describe an organic reaction: reactants, conditions, products, and yield The reactants are C([O-])([O-])=O (carbonate), C(C)(=O)O[BH-](OC(C)=O)OC(C)=O (triacetoxy borohydride), C1(CC1)CN(C1=CC(=NC=N1)C(=O)NC1=C(C=C(C=C1)C=O)C)CCC (6-((cyclopropylmethyl)(propyl)amino)-N-(4-formyl-2-methylphenyl)pyrimidine-4-carboxamide), C1(CC1)CN(C1=CC(=NC=N1)C(=O)NC1=C(C=C(C=C1)C=O)C)CCC (6-((cyclopropylmethyl)(propyl)amino)-N-(4-formyl-2-methylphenyl)pyrimidine-4-carboxamide), Cl.NCCC(=O)OC(C)(C)C (tert-butyl 3-aminopropanoate hydrochloride). Solvent: C(Cl)Cl (DCM). Run at time 18 hour. Product: C1(CC1)CN(C1=CC(=NC=N1)C(=O)NC1=C(C=C(CNCCC(=O)OC(C)(C)C)C=C1)C)CCC (tert-butyl 3-(4-(6-((cyclopropylmethyl)(propyl)amino)pyrimidine-4-carboxamido)-3-methylbenzylamino)propanoate). RXN SMILES: [CH:1]1([CH2:4][N:5]([CH2:24][CH2:25][CH3:26])[C:6]2[N:11]=[CH:10][N:9]=[C:8]([C:12]([NH:14][C:15]3[CH:20]=[CH:19][C:18]([CH:21]=O)=[CH:17][C:16]=3[CH3:23])=[O:13])[CH:7]=2)[CH2:3][CH2:2]1.Cl.[NH2:28][CH2:29][CH2:30][C:31]([O:33][C:34]([CH3:37])([CH3:36])[CH3:35])=[O:32].C(=O)([O-])[O-].C(O[BH-](OC(=O)C)OC(=O)C)(=O)C>C(Cl)Cl>[CH:1]1([CH2:4][N:5]([CH2:24][CH2:25][CH3:26])[C:6]2[N:11]=[CH:10][N:9]=[C:8]([C:12]([NH:14][C:15]3[CH:20]=[CH:19][C:18]([CH2:21][NH:28][CH2:29][CH2:30][C:31]([O:33][C:34]([CH3:37])([CH3:36])[CH3:35])=[O:32])=[CH:17][C:16]=3[CH3:23])=[O:13])[CH:7]=2)[CH2:3][CH2:2]1 |f:1.2|. Reported procedure: A solution of 6-((cyclopropylmethyl)(propyl)amino)-N-(4-formyl-2-methylphenyl)pyrimidine-4-carboxamide (Intermediate 29, 100 mg; 0.28 mmol) in DCM (5 ml) was treated with tert-butyl 3-aminopropanoate hydrochloride (Bachem, 227.1 mg; 1.24 mmol) and polymer supported carbonate (150 mg) followed by polymer supported triacetoxy borohydride (150 mg). After stirring for 18 hours the mixture was filtered and the solvent removed in vacuo. The residue was purified by column chromatography (silica) elutin... The reactants are CCOC(=O)c1cnc2c(cnn2CC)c1O, CCO, [Na+], [OH-], O. Yields the product CCn1ncc2c(O)c(C(=O)O)cnc21. Reaction SMILES: [CH2:1]([CH3:2])[O:3][C:4](=[O:5])[c:6]1[c:7]([OH:17])[c:8]2[c:9]([n:10][cH:11]1)[n:12]([CH2:15][CH3:16])[n:13][cH:14]2.[CH3:20][CH2:21][OH:22].[Na+:19].[OH-:18].[OH2:23]>>[O:3]=[C:4]([OH:5])[c:6]1[c:7]([OH:17])[c:8]2[c:9]([n:10][cH:11]1)[n:12]([CH2:15][CH3:16])[n:13][cH:14]2. The reactants are C(C)OC=1C=C(C=CC1OCC)C=1SC=C(N1)C1=CC(=C(C(=C1)CC=C)O)C(=O)O (2-(3,4-diethoxyphenyl)-4-(3-carboxy-4-hydroxy-5-allylphenyl)thiazole), [H][H] (hydrogen). Reagents/catalysts: [Pd] (Pd-C). Run in CO (methanol). The product is C(C)OC=1C=C(C=CC1OCC)C=1SC=C(N1)C1=CC(=C(C(=C1)CCC)O)C(=O)O (2-(3,4-diethoxyphenyl)-4-(3-carboxy-4-hydroxy-5-propylphenyl)thiazole). Yield: 76.8%. Reaction SMILES: [CH2:1]([O:3][C:4]1[CH:5]=[C:6]([C:13]2[S:14][CH:15]=[C:16]([C:18]3[CH:23]=[C:22]([CH2:24][CH:25]=[CH2:26])[C:21]([OH:27])=[C:20]([C:28]([OH:30])=[O:29])[CH:19]=3)[N:17]=2)[CH:7]=[CH:8][C:9]=1[O:10][CH2:11][CH3:12])[CH3:2].[H][H]>CO.[Pd]>[CH2:1]([O:3][C:4]1[CH:5]=[C:6]([C:13]2[S:14][CH:15]=[C:16]([C:18]3[CH:23]=[C:22]([CH2:24][CH2:25][CH3:26])[C:21]([OH:27])=[C:20]([C:28]([OH:30])=[O:29])[CH:19]=3)[N:17]=2)[CH:7]=[CH:8][C:9]=1[O:10][CH2:11][CH3:12])[CH3:2]. Procedure details: A catalytic amount of 5% Pd-C was added to a solution of 250 mg of 2-(3,4-diethoxyphenyl)-4-(3-carboxy-4-hydroxy-5-allylphenyl)thiazole in 10 ml of methanol. The mixture was stirred in a hydrogen atmosphere at room temperature for 6 hours. After the completion of a reaction, the reaction mixture was filtered. The filtrate was concentrated. The residue was recrystallized from ethanol to obtain 193 mg of 2-(3,4-diethoxyphenyl)-4-(3-carboxy-4-hydroxy-5-propylphenyl)thiazole. The reactants are CC(C)(C)[Si](C)(C)OC1CC(OS(C)(=O)=O)CC1COCc1ccccc1, CO, [H][H], [OH-], [OH-], [Pd+2]. Yields the product CC(C)(C)[Si](C)(C)OC1CC(OS(C)(=O)=O)CC1CO. Reaction SMILES: [CH3:1][S:2](=[O:3])(=[O:4])[O:5][CH:6]1[CH2:7][CH:8]([CH2:19][O:20][CH2:21][c:22]2[cH:23][cH:24][cH:25][cH:26][cH:27]2)[CH:9]([O:11][Si:12]([CH3:13])([CH3:14])[C:15]([CH3:16])([CH3:17])[CH3:18])[CH2:10]1.[CH3:28][OH:29].[H:30][H:31].[OH-:32].[OH-:34].[Pd+2:33]>>[CH3:1][S:2](=[O:3])(=[O:4])[O:5][CH:6]1[CH2:7][CH:8]([CH2:19][OH:20])[CH:9]([O:11][Si:12]([CH3:13])([CH3:14])[C:15]([CH3:16])([CH3:17])[CH3:18])[CH2:10]1. Starting materials: O=C([O-])[O-], CI, CN(C)C=O, COC(=O)C1=C(C)NC(C)=C(S(=O)(=O)c2ccc(O)cc2)C1c1ccccc1Cl, [K+], [K+], O. Yields the product COC(=O)C1=C(C)NC(C)=C(S(=O)(=O)c2ccc(OC)cc2)C1c1ccccc1Cl. As a reaction SMILES: [C:30](=[O:31])([O-:32])[O-:33].[CH3:36][I:37].[CH3:38][N:39]([CH3:40])[CH:41]=[O:42].[Cl:1][c:2]1[c:3]([CH:8]2[C:9]([S:20](=[O:21])(=[O:22])[c:23]3[cH:24][cH:25][c:26]([OH:29])[cH:27][cH:28]3)=[C:10]([CH3:19])[NH:11][C:12]([CH3:18])=[C:13]2[C:14](=[O:15])[O:16][CH3:17])[cH:4][cH:5][cH:6][cH:7]1.[K+:34].[K+:35].[OH2:43]>>[Cl:1][c:2]1[c:3]([CH:8]2[C:9]([S:20](=[O:21])(=[O:22])[c:23]3[cH:24][cH:25][c:26]([O:29][CH3:30])[cH:27][cH:28]3)=[C:10]([CH3:19])[NH:11][C:12]([CH3:18])=[C:13]2[C:14](=[O:15])[O:16][CH3:17])[cH:4][cH:5][cH:6][cH:7]1. Reactants: NC1=NC=CN=C1 (2-aminopyrazine), COC1OC(CC1)OC (2,5-dimethoxytetrahydrofuran), [OH-].[Na+] (sodium hydroxide). The solvent is C(C)(=O)O (acetic acid). Run at temperature 105 celsius. The product is N1=C(C=NC=C1)N1C=CC=C1 (N-(2-Pyrazinyl)pyrrole). Reaction SMILES: [NH2:1][C:2]1[CH:7]=[N:6][CH:5]=[CH:4][N:3]=1.CO[CH:10]1[CH2:14][CH2:13][CH:12](OC)O1.[OH-].[Na+]>C(O)(=O)C>[N:3]1[CH:4]=[CH:5][N:6]=[CH:7][C:2]=1[N:1]1[CH:10]=[CH:14][CH:13]=[CH:12]1 |f:2.3|. Reported procedure: A mixture of 43 g (0.5 mole) 2-aminopyrazine and 66 g (0.5 mole) 2,5-dimethoxytetrahydrofuran is placed in a 1-liter 3-neck flask equipped with a stirrer, addition funnel, thermometer and condenser, and 200 ml glacial acetic acid is added dropwise with stirring while maintaining the temperature below 20°C. The reaction mixture is refluxed at 105°C for 30 minutes and, after cooling, it is made basic by the addition of 325 ml of 30% aqueous sodium hydroxide and steam-distilled. The reactants are Cc1ccc2[nH]cc(-c3ccc(F)cc3)c2c1, [K+], NOS(=O)(=O)[O-], NOS(=O)(=O)O, CN(C)C=O. The product is Cc1ccc2c(c1)c(-c1ccc(F)cc1)cn2N. RXN SMILES: [F:1][c:2]1[cH:3][cH:4][c:5](-[c:8]2[cH:9][nH:10][c:11]3[cH:12][cH:13][c:14]([CH3:17])[cH:15][c:16]23)[cH:6][cH:7]1.[K+:24].[NH2:18][O:19][S:20]([O-:21])(=[O:22])=[O:23].[NH2:25][O:26][S:27]([OH:28])(=[O:29])=[O:30].[O:31]=[CH:32][N:33]([CH3:34])[CH3:35]>>[F:1][c:2]1[cH:3][cH:4][c:5](-[c:8]2[cH:9][n:10]([NH2:18])[c:11]3[cH:12][cH:13][c:14]([CH3:17])[cH:15][c:16]23)[cH:6][cH:7]1. The product is O=C(O)c1ccc(C(F)(F)F)cc1NC1CCCCC1OCc1ccccc1. As a reaction SMILES: [CH2:32]([OH:33])[CH3:34].[CH2:3]([c:4]1[cH:5][cH:6][cH:7][cH:8][cH:9]1)[O:10][CH:11]1[CH:12]([NH:17][c:18]2[c:19]([C:20]#[N:21])[cH:22][cH:23][c:24]([C:26]([F:27])([F:28])[F:29])[cH:25]2)[CH2:13][CH2:14][CH2:15][CH2:16]1.[ClH:30].[K+:2].[OH-:1].[OH2:31]>>[O:1]=[C:20]([c:19]1[c:18]([NH:17][CH:12]2[CH:11]([O:10][CH2:3][c:4]3[cH:5][cH:6][cH:7][cH:8][cH:9]3)[CH2:16][CH2:15][CH2:14][CH2:13]2)[cH:25][c:24]([C:26]([F:27])([F:28])[F:29])[cH:23][cH:22]1)[OH:31]. The reactants are CCO, N#Cc1ccc(C(F)(F)F)cc1NC1CCCCC1OCc1ccccc1, Cl, [K+], [OH-], O. Starting materials: solution, C(C)(=O)OO (peracetic acid), CC1=CC(=NC=C1)C1=NC=CC(=C1)C (4,4'-dimethyl-2,2'-bipyridine). The solvent is C(C)(=O)OCC (ethyl acetate), ClCCl (dichloromethane). Run at temperature 23 celsius, time 50 hour. The product is CC=1C=C([N+](=CC1)[O-])C1=NC=CC(=C1)C (4,4'-dimethyl-2,2'-bipyridine 1-oxide). RXN SMILES: [CH3:1][C:2]1[CH:7]=[CH:6][N:5]=[C:4]([C:8]2[CH:13]=[C:12]([CH3:14])[CH:11]=[CH:10][N:9]=2)[CH:3]=1.C(OO)(=[O:17])C>ClCCl.C(OCC)(=O)C>[CH3:1][C:2]1[CH:3]=[C:4]([C:8]2[CH:13]=[C:12]([CH3:14])[CH:11]=[CH:10][N:9]=2)[N+:5]([O-:17])=[CH:6][CH:7]=1. Reported procedure: 27.6 g (0.15 mol) of 4,4'-dimethyl-2,2'-bipyridine are dissolved in 300 ml of dichloromethane. 86 ml of a 1.837-molar solution of peracetic acid in ethyl acetate are added dropwise at 23°-28° C. After stirring for 50 hours at 23° C., the mixture is concentrated in vacuo. 27.2 g (90% of theory) of 4.4'-dimethyl-2,2'-bipyridine 1-oxide crystallise from ethylbenzene/petroleum ether; melting point 80°-130° C. (over a range). Starting materials: CCOC(=O)NN, CO, O=Cc1ccc2ccccc2n1. Yields the product CCOC(=O)NN=Cc1ccc2ccccc2n1. As a reaction SMILES: [CH2:13]([CH3:14])[O:15][C:16]([NH:17][NH2:18])=[O:19].[CH3:20][OH:21].[n:1]1[c:2]([CH:11]=[O:12])[cH:3][cH:4][c:5]2[cH:6][cH:7][cH:8][cH:9][c:10]12>>[n:1]1[c:2]([CH:11]=[N:18][NH:17][C:16]([O:15][CH2:13][CH3:14])=[O:19])[cH:3][cH:4][c:5]2[cH:6][cH:7][cH:8][cH:9][c:10]12.